This data is from the Open Reaction Database (ORD), a public repository of structured organic reaction records. The task is: describe an organic reaction: reactants, conditions, products, and yield Starting materials: ClC1=NC(=NC(=N1)N1CCOCC1)N1C(=NC2=C1C=CC=C2OC)C(F)F (1-[4-chloro-6-(4-morpholinyl)-1,3,5-triazin-2-yl]-2-(difluoromethyl)-4-methoxy-1H-benzimidazole), N1CCC(CC1)CNC(OC(C)(C)C)=O (tert-butyl 4-piperidinylmethylcarbamate). Yields the product FC(C1=NC2=C(N1C1=NC(=NC(=N1)N1CCOCC1)N1CCC(CC1)CNC(OC(C)(C)C)=O)C=CC=C2OC)F (tert-butyl {1-[4-[2-(difluoromethyl)-4-methoxy-1H-benzimidazol-1-yl]-6-(4-morpholinyl)-1,3,5-triazin-2-yl]-4-piperidinyl}methylcarbamate). Yield: 94.0%. RXN SMILES: Cl[C:2]1[N:7]=[C:6]([N:8]2[CH2:13][CH2:12][O:11][CH2:10][CH2:9]2)[N:5]=[C:4]([N:14]2[C:18]3[CH:19]=[CH:20][CH:21]=[C:22]([O:23][CH3:24])[C:17]=3[N:16]=[C:15]2[CH:25]([F:27])[F:26])[N:3]=1.[NH:28]1[CH2:33][CH2:32][CH:31]([CH2:34][NH:35][C:36](=[O:42])[O:37][C:38]([CH3:41])([CH3:40])[CH3:39])[CH2:30][CH2:29]1>>[F:26][CH:25]([F:27])[C:15]1[N:14]([C:4]2[N:5]=[C:6]([N:8]3[CH2:13][CH2:12][O:11][CH2:10][CH2:9]3)[N:7]=[C:2]([N:28]3[CH2:33][CH2:32][CH:31]([CH2:34][NH:35][C:36](=[O:42])[O:37][C:38]([CH3:40])([CH3:39])[CH3:41])[CH2:30][CH2:29]3)[N:3]=2)[C:18]2[CH:19]=[CH:20][CH:21]=[C:22]([O:23][CH3:24])[C:17]=2[N:16]=1. Procedure: Reaction of 1-[4-chloro-6-(4-morpholinyl)-1,3,5-triazin-2-yl]-2-(difluoromethyl)-4-methoxy-1H-benzimidazole (Example 2) and tert-butyl 4-piperidinylmethylcarbamate as in previous examples gave tert-butyl {1-[4-[2-(difluoromethyl)-4-methoxy-1H-benzimidazol-1-yl]-6-(4-morpholinyl)-1,3,5-triazin-2-yl]-4-piperidinyl}methylcarbamate in 94% yield: mp (CH2Cl2/MeOH) 210-212° C.; 1H NMR (DMSO-d6) δ 7.88 (d, J=8.1 Hz, 1H), 7.68 (t, JHF=52.9 Hz, 1H), 7.40 (t, J=8.2 Hz, 1H), 6.94 (d, J=7.9 Hz, 1H), 6.87 (t,... Reactants: C(C1=CC=CC=C1)N1C[C@@H](CCC1)N(C=1C2=C(N=CN1)N(C=C2)S(=O)(=O)C2=CC=C(C)C=C2)C ((R)—N-(1-benzylpiperidin-3-yl)-N-methyl-7-tosyl-7H-pyrrolo[2,3-d]pyrimidin-4-amine), C(=O)[O-].[NH4+] (ammonium formate). The reagents and catalysts are [Pd] (Pd/C). Run in CO (MeOH). The product is CN(C=1C2=C(N=CN1)N(C=C2)S(=O)(=O)C2=CC=C(C)C=C2)[C@H]2CNCCC2 ((R)—N-methyl-N-(piperidin-3-yl)-7-tosyl-7H-pyrrolo[2,3-d]pyrimidin-4-amine). Yield: 68.3%. Reaction SMILES: C([N:8]1[CH2:13][CH2:12][CH2:11][C@@H:10]([N:14]([CH3:34])[C:15]2[C:16]3[CH:23]=[CH:22][N:21]([S:24]([C:27]4[CH:33]=[CH:32][C:30]([CH3:31])=[CH:29][CH:28]=4)(=[O:26])=[O:25])[C:17]=3[N:18]=[CH:19][N:20]=2)[CH2:9]1)C1C=CC=CC=1.C([O-])=O.[NH4+]>CO.[Pd]>[CH3:34][N:14]([C@@H:10]1[CH2:11][CH2:12][CH2:13][NH:8][CH2:9]1)[C:15]1[C:16]2[CH:23]=[CH:22][N:21]([S:24]([C:27]3[CH:28]=[CH:29][C:30]([CH3:31])=[CH:32][CH:33]=3)(=[O:26])=[O:25])[C:17]=2[N:18]=[CH:19][N:20]=1 |f:1.2|. Procedure: To a solution of (R)—N-(1-benzylpiperidin-3-yl)-N-methyl-7-tosyl-7H-pyrrolo[2,3-d]pyrimidin-4-amine (750 mg, 1.5 mmol) in MeOH under nitrogen, 10% Pd/C (750 mg) was added. To this suspension, ammonium formate (995 mg, 15 mmol) was added and the reaction mixture was refluxed under nitrogen for 2 h. After completion of the reaction (TLC), the reaction mixture was cooled to rt and filtered over celite. The filtrate was concentrated in vacuo to give a residue, that was purified by column chromatogra...